This data is from the Open Reaction Database (ORD), a public repository of structured organic reaction records. The task is: describe an organic reaction: reactants, conditions, products, and yield Reactants: NC1=CC2=C(CCN(CC2)CC(=O)N(C)C)C=C1 (2-(7-amino-1,2,4,5-tetrahydro-benzo[d]azepin-3-yl)-N,N-dimethyl-acetamide), [N+](=O)(O)[O-].[N+](=O)([O-])C1=CC2=C(CCNCC2)C=C1 (7-Nitro-2,3,4,5-tetrahydro-1H-benzo[d]azepine nitric acid salt), C([O-])([O-])=O.[K+].[K+] (Potassium Carbonate), ClCC(=O)N(C)C (2-Chloro-N,N-dimethyl-acetamide), [I-].[Na+] (Sodium Iodide), CN(C)C=O (DMF). Run at temperature 60 celsius. Yields the product [N+](=O)([O-])C1=CC2=C(CCN(CC2)CC(=O)N(C)C)C=C1 (2-(7-nitro-1,2,4,5-tetrahydro-benzo[d]azepin-3-yl)-N,N-dimethyl-acetamide). The yield is 56.0%. As a reaction SMILES: N[C:2]1[CH:18]=[CH:17][C:5]2[CH2:6][CH2:7][N:8]([CH2:11][C:12]([N:14]([CH3:16])[CH3:15])=[O:13])[CH2:9][CH2:10][C:4]=2[CH:3]=1.[N+:19]([O-:22])(O)=[O:20].[N+](C1C=CC2CCNCCC=2C=1)([O-])=O.C(=O)([O-])[O-].[K+].[K+].ClCC(N(C)C)=O.[I-].[Na+].CN(C=O)C>>[N+:19]([C:2]1[CH:18]=[CH:17][C:5]2[CH2:6][CH2:7][N:8]([CH2:11][C:12]([N:14]([CH3:16])[CH3:15])=[O:13])[CH2:9][CH2:10][C:4]=2[CH:3]=1)([O-:22])=[O:20] |f:1.2,3.4.5,7.8|. Procedure details: 2-(7-amino-1,2,4,5-tetrahydro-benzo[d]azepin-3-yl)-N,N-dimethyl-acetamide Into a round bottom flask, 7-Nitro-2,3,4,5-tetrahydro-1H-benzo[d]azepine nitric acid salt (3.80 g, 0.0149 mol), Potassium Carbonate (6.22 g, 0.0450 mol), 2-Chloro-N,N-dimethyl-acetamide (2.30 mL, 0.00224 mol), Sodium Iodide (2.28 g, 0.0152 mol) and DMF (60 mL, 0.8 mol) were added. The mixture was heated at 60° C. overnight. The reaction was partitioned with EtOAc and washed with Water (2×). The organic was separated, washe... The reactants are CC(=O)N1CCC(C(=O)O)CC1, CN(C(=O)c1ccc(Cl)cc1)C1CCNCC1c1ccccc1, Cl. Product: CC(=O)N1CCC(C(=O)N2CCC(N(C)C(=O)c3ccc(Cl)cc3)C(c3ccccc3)C2)CC1. As a reaction SMILES: [C:25]([CH3:26])(=[O:27])[N:28]1[CH2:29][CH2:30][CH:31]([C:34](=[O:35])[OH:36])[CH2:32][CH2:33]1.[Cl:2][c:3]1[cH:4][cH:5][c:6]([C:7](=[O:8])[N:9]([CH:10]2[CH:11]([c:16]3[cH:17][cH:18][cH:19][cH:20][cH:21]3)[CH2:12][NH:13][CH2:14][CH2:15]2)[CH3:22])[cH:23][cH:24]1.[ClH:1]>>[Cl:2][c:3]1[cH:4][cH:5][c:6]([C:7](=[O:8])[N:9]([CH:10]2[CH:11]([c:16]3[cH:17][cH:18][cH:19][cH:20][cH:21]3)[CH2:12][N:13]([C:34]([CH:31]3[CH2:30][CH2:29][N:28]([C:25]([CH3:26])=[O:27])[CH2:33][CH2:32]3)=[O:35])[CH2:14][CH2:15]2)[CH3:22])[cH:23][cH:24]1. Reactants: CN(C)CC1=C(NC2=CN=CC=C21)C(=O)OC (methyl 3-[(dimethylamino)methyl]pyrrolo[2,3-c]pyridine-2-carboxylate), mixture, [N+](=O)([O-])CC(=O)OCC (ethyl nitroacetate). Run in C=1(C(=CC=CC1)C)C (xylene), C=1(C(=CC=CC1)C)C (xylene). Run at temperature 156 celsius, time 3 hour. Yields the product COC(=O)C1=C(C=2C(=CN=CC2)N1)CC(C(=O)OCC)[N+](=O)[O-] (Ethyl 3-[2-(methoxycarbonyl)pyrrolo[2,3-c]pyridine-3-yl]-2-nitropropanoate). As a reaction SMILES: CN([CH2:4][C:5]1[C:13]2[C:8](=[CH:9][N:10]=[CH:11][CH:12]=2)[NH:7][C:6]=1[C:14]([O:16][CH3:17])=[O:15])C.[N+:18]([CH2:21][C:22]([O:24][CH2:25][CH3:26])=[O:23])([O-:20])=[O:19]>C1(C)C(C)=CC=CC=1>[CH3:17][O:16][C:14]([C:6]1[NH:7][C:8]2=[CH:9][N:10]=[CH:11][CH:12]=[C:13]2[C:5]=1[CH2:4][CH:21]([N+:18]([O-:20])=[O:19])[C:22]([O:24][CH2:25][CH3:26])=[O:23])=[O:15]. Procedure: Ethyl 3-[2-(methoxycarbonyl)pyrrolo[2,3-c]pyridine-3-yl]-2-nitropropanoate (32) was synthesized according to a procedure previously published (Synthetic Commun. 1997, 27, 3201-3211). A 1 L single-necked round-bottomed flask was equipped with a magnetic bead and a reflux condenser and placed into an oil bath. The flask was charged with methyl 3-[(dimethyl amino)methyl]pyrrolo[2,3-c]pyridine-2-carboxylate (31, 8 g) and xylene (200 mL), and stirring was initiated. The solid did not dissolve in xyle... Reactants: CN, O, O=C1NC(O)c2cccn2-c2ccsc21. Yields the product CNC1NC(=O)c2sccc2-n2cccc21. Reaction SMILES: [CH3:1][NH2:2].[OH2:18].[OH:3][CH:4]1[c:5]2[n:6]([cH:15][cH:16][cH:17]2)-[c:7]2[c:8]([s:12][cH:13][cH:14]2)[C:9](=[O:11])[NH:10]1>>[CH3:1][NH:2][CH:4]1[c:5]2[n:6]([cH:15][cH:16][cH:17]2)-[c:7]2[c:8]([s:12][cH:13][cH:14]2)[C:9](=[O:11])[NH:10]1.